This data is from the Open Reaction Database (ORD), a public repository of structured organic reaction records. The task is: describe an organic reaction: reactants, conditions, products, and yield Starting materials: NC1=C(C=C(C=N1)C1=CC=C(C(=O)O)C=C1)C(NC1=CC=NC=C1)=O (4-[6-amino-5-(pyridin-4-ylcarbamoyl)-pyridin-3-yl]-benzoic acid), CN(CCNC)C (N,N,N′-trimethylethylenediamine). The product is NC1=C(C(=O)NC2=CC=NC=C2)C=C(C=N1)C1=CC=C(C=C1)C(N(C)CCN(C)C)=O (2-Amino-5-{4-[(2-dimethylamino-ethyl)-methyl-carbamoyl]-phenyl}-N-pyridin-4-yl-nicotinamide). Reaction SMILES: [NH2:1][C:2]1[N:7]=[CH:6][C:5]([C:8]2[CH:16]=[CH:15][C:11]([C:12](O)=[O:13])=[CH:10][CH:9]=2)=[CH:4][C:3]=1[C:17](=[O:25])[NH:18][C:19]1[CH:24]=[CH:23][N:22]=[CH:21][CH:20]=1.[CH3:26][N:27]([CH3:32])[CH2:28][CH2:29][NH:30][CH3:31]>>[NH2:1][C:2]1[N:7]=[CH:6][C:5]([C:8]2[CH:16]=[CH:15][C:11]([C:12](=[O:13])[N:30]([CH2:29][CH2:28][N:27]([CH3:32])[CH3:26])[CH3:31])=[CH:10][CH:9]=2)=[CH:4][C:3]=1[C:17]([NH:18][C:19]1[CH:20]=[CH:21][N:22]=[CH:23][CH:24]=1)=[O:25]. Reported procedure: Reaction of 4-[6-amino-5-(pyridin-4-ylcarbamoyl)-pyridin-3-yl]-benzoic acid with N,N,N′-trimethylethylenediamine gives “A90”; method 2: HPLC/MS: 1.55 min, [M+H]419; The reactants are C1[C@@H]2[C@H]([C@H]3[C@H](O3)[C@H](O1)O2)OCC4=CC=CC=C4 (1,6:2,3-dianhydro-4-O-benzyl-β-D-mannopyranose), C(C)O (ethanol), epoxide, [Br-] (bromide). The product is C(C1=CC=CC=C1)O[C@H]1[C@@H]([C@H]([C@H]2O[C@@H]1CO2)O)O (1,6-anhydro-4-O-benzyl-β-D-glucopyranose). RXN SMILES: [CH2:1]1[O:8][C@@H:7]2[O:9][C@H:2]1[C@@H:3]([O:10][CH2:11][C:12]1[CH:17]=[CH:16][CH:15]=[CH:14][CH:13]=1)[C@@H:4]1[O:6][C@@H:5]12.[Br-].C([OH:21])C>>[CH2:11]([O:10][C@@H:3]1[C@H:2]2[CH2:1][O:8][C@H:7]([O:9]2)[C@H:5]([OH:21])[C@H:4]1[OH:6])[C:12]1[CH:17]=[CH:16][CH:15]=[CH:14][CH:13]=1. Reported procedure: Briefly, Jespersen first described synthesis of IFG in a six step synthesis starting from 1,6:2,3-dianhydro-4-O-benzyl-β-D-mannopyranose. This method employed introducing a hydroxymethyl group at C-7 by epoxide opening with vinylmagensium bromide, followed by ozonolysis in ethanol to give 1,6-anhydro-4-O-benzyl-β-D-glucopyranose. Hydrolysis of the anhydro bond with sulfuric acid and oxidative carbon chain cleavage provided a pentodialdose, which was cyclized by reductive amination with ammonia t... Reactants: CC1=C2C(=NC=C1)CC=1C=CC=CC12 (4-methyl-9H-indeno[2,1-b]pyridine), C(C1=CC=CC=C1)Br (benzyl bromide). Run in CC(=O)C (acetone). Yields the product [Br-].C(C1=CC=CC=C1)[N+]1=C2C(=C(C=C1)C)C=1C=CC=CC1C2 (1-benzyl-4-methyl-9H-indeno[2,1-b]pyridinium bromide). RXN SMILES: [CH3:1][C:2]1[CH:7]=[CH:6][N:5]=[C:4]2[CH2:8][C:9]3[CH:10]=[CH:11][CH:12]=[CH:13][C:14]=3[C:3]=12.[CH2:15]([Br:22])[C:16]1[CH:21]=[CH:20][CH:19]=[CH:18][CH:17]=1>CC(C)=O>[Br-:22].[CH2:15]([N+:5]1[CH:6]=[CH:7][C:2]([CH3:1])=[C:3]2[C:14]3[CH:13]=[CH:12][CH:11]=[CH:10][C:9]=3[CH2:8][C:4]=12)[C:16]1[CH:21]=[CH:20][CH:19]=[CH:18][CH:17]=1 |f:3.4|. Procedure details: A mixture of 4-methyl-9H-indeno[2,1-b]pyridine (0.64 g) and benzyl bromide (0.42 mL) in acetone (5 mL) is stirred at reflux temperature for 4 h. After cooling to room temperature, the precipitate is separated by filtration, washed with little diethyl ether, and dried to give the title compound as a beige solid. Yield: 0.93 g (75% of theory); LC (method 1): tR=2.49 min; Mass spectrum (ESI+): m/z=272 [M-Br]+. Reactants: C([O-])([O-])=O.[Na+].[Na+] (sodium carbonate), Cl.NC=1C(N(C(N(C1N)CC)=S)CC)=O (5,6-diamino 1,3-diethyl-2-thiouracil HCl), C1(CC1)C(=O)Cl (cyclopropane carbonyl chloride). The solvent is N1=CC=CC=C1 (pyridine), CCOCC (ether). The product is C(C)N1C(=S)N(C=2N=C(NC2C1=O)C1CC1)CC (1,3-Diethyl-8-cyclopropyl-2-thioxanthine). Reaction SMILES: Cl.[NH2:2][C:3]1[C:4](=[O:15])[N:5]([CH2:13][CH3:14])[C:6](=[S:12])[N:7]([CH2:10][CH3:11])[C:8]=1[NH2:9].C(=O)([O-])[O-].[Na+].[Na+].[CH:22]1([C:25](Cl)=O)[CH2:24][CH2:23]1>N1C=CC=CC=1.CCOCC>[CH2:13]([N:5]1[C:4](=[O:15])[C:3]2[NH:2][C:25]([CH:22]3[CH2:24][CH2:23]3)=[N:9][C:8]=2[N:7]([CH2:10][CH3:11])[C:6]1=[S:12])[CH3:14] |f:0.1,2.3.4|. Procedure: 25.1 g (100 mM) of 5,6-diamino 1,3-diethyl-2-thiouracil HCl were dissolved in 400 ml of pyridine, 12.72 g (120 mM) of sodium carbonate added, and under cooling a solution of 10.77 ml (120 mM) of cyclopropane carbonyl chloride in 50 ml of dried ether added within 10 minutes. After 20 min the solvents were evaporated in vacuo. The residue was treated with 200 ml of water and about 50 ml were removed again in vacuo. The suspension was diluted with 100 ml of 2N aqueous sodium hydroxide (NaOH) and he... Starting materials: CS(=O)(=O)N1CCC(N)CC1, CCO, CCN(C(C)C)C(C)C, COc1ccccc1C(=O)c1ccc(Cl)nc1N. The product is COc1ccccc1C(=O)c1ccc(NC2CCN(S(C)(=O)=O)CC2)nc1N. Reaction SMILES: [CH3:19][S:20](=[O:21])(=[O:22])[N:23]1[CH2:24][CH2:25][CH:26]([NH2:29])[CH2:27][CH2:28]1.[CH3:39][CH2:40][OH:41].[CH:30]([N:31]([CH2:32][CH3:33])[CH:34]([CH3:35])[CH3:36])([CH3:37])[CH3:38].[NH2:1][c:2]1[n:3][c:4]([Cl:18])[cH:5][cH:6][c:7]1[C:8](=[O:9])[c:10]1[c:11]([O:16][CH3:17])[cH:12][cH:13][cH:14][cH:15]1>>[NH2:1][c:2]1[n:3][c:4]([NH:29][CH:26]2[CH2:25][CH2:24][N:23]([S:20]([CH3:19])(=[O:21])=[O:22])[CH2:28][CH2:27]2)[cH:5][cH:6][c:7]1[C:8](=[O:9])[c:10]1[c:11]([O:16][CH3:17])[cH:12][cH:13][cH:14][cH:15]1.